This data is from the Open Reaction Database (ORD), a public repository of structured organic reaction records. The task is: describe an organic reaction: reactants, conditions, products, and yield The reactants are CCOC(=O)c1cnc2c(cnn2CC)c1Cl, [K+], C1COCCO1, [OH-]. The product is CCn1ncc2c(Cl)c(C(=O)O)cnc21. RXN SMILES: [Cl:1][c:2]1[c:3]2[c:4]([n:5][cH:6][c:7]1[C:8](=[O:9])[O:10][CH2:11][CH3:12])[n:13]([CH2:16][CH3:17])[n:14][cH:15]2.[K+:19].[O:20]1[CH2:21][CH2:22][O:23][CH2:24][CH2:25]1.[OH-:18]>>[Cl:1][c:2]1[c:3]2[c:4]([n:5][cH:6][c:7]1[C:8](=[O:9])[OH:10])[n:13]([CH2:16][CH3:17])[n:14][cH:15]2. The reactants are N1(CCCCC1)CCC(=O)O (3-piperidin-1-yl-propionic acid), C(C(=O)Cl)(=O)Cl (oxalyl chloride). The reagents and catalysts are CN(C)C=O (DMF). Run in C(Cl)Cl (DCM). Run at time 2 hour. The product is N1(CCCCC1)CCC(=O)Cl (3-piperidin-1-yl-propionyl chloride). RXN SMILES: [N:1]1([CH2:7][CH2:8][C:9]([OH:11])=O)[CH2:6][CH2:5][CH2:4][CH2:3][CH2:2]1.C(Cl)(=O)C([Cl:15])=O>C(Cl)Cl.CN(C=O)C>[N:1]1([CH2:7][CH2:8][C:9]([Cl:15])=[O:11])[CH2:6][CH2:5][CH2:4][CH2:3][CH2:2]1. Procedure details: To a solution of 3-piperidin-1-yl-propionic acid (472 mg, 3 mmol) in DCM (15 mL) at 0° C. was added oxalyl chloride (4.5 mmol) followed by one drop of DMF. After stirring for 2 hours at rt, the solvent was removed to give 3-piperidin-1-yl-propionyl chloride as a white solid. To a solution of 1,4,5,6,7,8-hexahydro-pyrrolo[3,2-b]azepine (347 mg, 2.55 mmol) in DCM (10 mL) was added TEA (1 eq.) and 1-piperidinepropionic acid chloride. The mixture was stirred at rt for overnight. The reaction was dil... Reactants: [Br-], CC(C)(C)OC(=O)N1CC=CCC1c1ccc(Br)cc1, C[Si](C)(C)[N-][Si](C)(C)C, Cc1ccccc1, ClC(Cl)Cl, [K+], O=C(C=Cc1ccccc1)C=Cc1ccccc1, O=C(C=Cc1ccccc1)C=Cc1ccccc1, O=C(C=Cc1ccccc1)C=Cc1ccccc1, [Pd], [Pd]. Product: CC(C)(C)OC(=O)N1CC=CCC1c1ccc(N)cc1. RXN SMILES: [Br-:31].[C:1]([CH3:2])([CH3:3])([CH3:4])[O:5][C:6](=[O:7])[N:8]1[CH:9]([c:14]2[cH:15][cH:16][c:17]([Br:20])[cH:18][cH:19]2)[CH2:10][CH:11]=[CH:12][CH2:13]1.[CH3:22][Si:23]([N-:26][Si:24]([CH3:25])([CH3:27])[CH3:28])([CH3:29])[CH3:30].[CH3:32][c:33]1[cH:34][cH:35][cH:36][cH:37][cH:38]1.[Cl:95][CH:96]([Cl:97])[Cl:98].[K+:21].[O:41]=[C:42]([CH:43]=[CH:44][c:45]1[cH:46][cH:47][cH:48][cH:49][cH:50]1)[CH:51]=[CH:52][c:53]1[cH:54][cH:55][cH:56][cH:57][cH:58]1.[O:59]=[C:60]([CH:61]=[CH:62][c:63]1[cH:64][cH:65][cH:66][cH:67][cH:68]1)[CH:69]=[CH:70][c:71]1[cH:72][cH:73][cH:74][cH:75][cH:76]1.[O:77]=[C:78]([CH:79]=[CH:80][c:81]1[cH:82][cH:83][cH:84][cH:85][cH:86]1)[CH:87]=[CH:88][c:89]1[cH:90][cH:91][cH:92][cH:93][cH:94]1.[Pd:39].[Pd:40]>>[C:1]([CH3:2])([CH3:3])([CH3:4])[O:5][C:6](=[O:7])[N:8]1[CH:9]([c:14]2[cH:15][cH:16][c:17]([NH2:26])[cH:18][cH:19]2)[CH2:10][CH:11]=[CH:12][CH2:13]1. The reactants are O=[Ag], BrCc1ccccc1, COC(=O)C(O)Cc1ccc(Br)cc1, CCOCC. Yields the product COC(=O)C(Cc1ccc(Br)cc1)OCc1ccccc1. Reaction SMILES: [Ag:28]=[O:29].[Br:1][CH2:2][c:3]1[cH:4][cH:5][cH:6][cH:7][cH:8]1.[Br:9][c:10]1[cH:11][cH:12][c:13]([CH2:16][CH:17]([C:18](=[O:19])[O:20][CH3:21])[OH:22])[cH:14][cH:15]1.[CH3:23][CH2:24][O:25][CH2:26][CH3:27]>>[CH2:2]([c:3]1[cH:4][cH:5][cH:6][cH:7][cH:8]1)[O:22][CH:17]([CH2:16][c:13]1[cH:12][cH:11][c:10]([Br:9])[cH:15][cH:14]1)[C:18](=[O:19])[O:20][CH3:21]. Reactants: COC(CCNC(C1=CC=C(C=C1)C(CCCCC)OC=1C=NC(=CC1)Cl)=O)=O (3-{4-[1-(6-chloro-pyridin-3-yloxy)-hexyl]-benzoylamino}-propionic acid methyl ester), FC(C1=CC=C(C=C1)B(O)O)(F)F (4-trifluoromethyl phenyl boronic acid). The product is FC(C1=CC=C(C=C1)C1=CC=C(C=N1)OC(CCCCC)C1=CC=C(C(=O)NCCC(=O)O)C=C1)(F)F (3-(4-{1-[6-(4-trifluoromethyl-phenyl)-pyridin-3-yloxy]-hexyl}-benzoylamino)-propionic acid). As a reaction SMILES: C[O:2][C:3](=[O:29])[CH2:4][CH2:5][NH:6][C:7](=[O:28])[C:8]1[CH:13]=[CH:12][C:11]([CH:14]([O:20][C:21]2[CH:22]=[N:23][C:24](Cl)=[CH:25][CH:26]=2)[CH2:15][CH2:16][CH2:17][CH2:18][CH3:19])=[CH:10][CH:9]=1.[F:30][C:31]([F:42])([F:41])[C:32]1[CH:37]=[CH:36][C:35](B(O)O)=[CH:34][CH:33]=1>>[F:30][C:31]([F:42])([F:41])[C:32]1[CH:37]=[CH:36][C:35]([C:24]2[N:23]=[CH:22][C:21]([O:20][CH:14]([C:11]3[CH:12]=[CH:13][C:8]([C:7]([NH:6][CH2:5][CH2:4][C:3]([OH:2])=[O:29])=[O:28])=[CH:9][CH:10]=3)[CH2:15][CH2:16][CH2:17][CH2:18][CH3:19])=[CH:26][CH:25]=2)=[CH:34][CH:33]=1. Reported procedure: The title compounds are prepared in a manner substantially similar to Example 62 starting from 3-{4-[1-(6-chloro-pyridin-3-yloxy)-hexyl]-benzoylamino}-propionic acid methyl ester and 4-trifluoromethyl phenyl boronic acid. Isomer 1 MS: 513.3 [M−H]−; Isomer 2 MS: 513.3 [M−H]−. Reactants: N[C@H](C)C(=O)N(NC([C@H](CC(C)C)C(CCCCC1CCCCC1)C(NOC1OCCCC1)=O)=O)CC(C)C (2′-(D-alanyl)-2(R)-[5-cyclohexyl-1(RS)-[(tetrahydro-2(RS)-pyranyloxy)carbamoyl]pentyl]-2′-isobutyl-4-methylvalerohydrazide), O.C1(=CC=C(C=C1)S(=O)(=O)O)C (p-toluenesulphonic acid monohydrate). Solvent: CO (methanol). Reaction conditions: time 6 hour. The product is C1(=CC=C(C=C1)S(=O)(=O)O)C.C1(CCCCC1)CCCCC(C(NO)=O)[C@H](C(=O)NNCC(C)C)CC(C)C (2(R)-[5-cyclohexyl-1(RS)-(hydroxycarbamoyl)pentyl]-2′-isobutyl-4-methylvalerohydrazide p-toluenesulphonate). Reaction SMILES: N[C@@H](C([N:6]([CH2:36][CH:37]([CH3:39])[CH3:38])[NH:7][C:8](=[O:35])[C@@H:9]([CH:14]([C:25](=[O:34])[NH:26][O:27]C1CCCCO1)[CH2:15][CH2:16][CH2:17][CH2:18][CH:19]1[CH2:24][CH2:23][CH2:22][CH2:21][CH2:20]1)[CH2:10][CH:11]([CH3:13])[CH3:12])=O)C.O.[C:41]1([CH3:51])[CH:46]=[CH:45][C:44]([S:47]([OH:50])(=[O:49])=[O:48])=[CH:43][CH:42]=1>CO>[C:41]1([CH3:51])[CH:42]=[CH:43][C:44]([S:47]([OH:50])(=[O:48])=[O:49])=[CH:45][CH:46]=1.[CH:19]1([CH2:18][CH2:17][CH2:16][CH2:15][CH:14]([C@@H:9]([CH2:10][CH:11]([CH3:13])[CH3:12])[C:8]([NH:7][NH:6][CH2:36][CH:37]([CH3:38])[CH3:39])=[O:35])[C:25](=[O:34])[NH:26][OH:27])[CH2:24][CH2:23][CH2:22][CH2:21][CH2:20]1 |f:1.2,4.5|. Reported procedure: A solution of 0.210 g of 2′-(D-alanyl)-2(R)-[5-cyclohexyl-1(RS)-[(tetrahydro-2(RS)-pyranyloxy)carbamoyl]pentyl]-2′-isobutyl-4-methylvalerohydrazide in 5 ml of methanol was treated with 0.080 g of p-toluenesulphonic acid monohydrate. The mixture was stirred at room temperature for 6 hours and evaporated. The residue was triturated with diethyl ether to give 0.151 g of 2′-D-alanyl)-2(R)-[5-cyclohexyl-1(RS)-(hydroxycarbamoyl)pentyl]-2′-isobutyl-4-methylvalerohydrazide p-toluenesulphonate in the for... The reactants are CN1N=NN=C1[C@@H]1N(CC[C@@H](C1)C1=CC(NO1)=O)C(=O)OCC1=CC=CC=C1 ((2R,4S)-Benzyl 2-(1-methyl-1H-tetrazol-5-yl)-4-(3-oxo-2,3-dihydroisoxazol-5-yl)piperidine-1-carboxylate), Br (hydrogen bromide). The product is CN1N=NN=C1[C@@H]1NCC[C@@H](C1)C1=CC(NO1)=O (5-((2R,4S)-2-(1-methyl-1H-tetrazol-5-yl)piperidin-4-yl)isoxazol-3(2H)-one). Yield: 66.6%. As a reaction SMILES: [CH3:1][N:2]1[C:6]([C@H:7]2[CH2:12][C@@H:11]([C:13]3[O:17][NH:16][C:15](=[O:18])[CH:14]=3)[CH2:10][CH2:9][N:8]2C(OCC2C=CC=CC=2)=O)=[N:5][N:4]=[N:3]1.Br>>[CH3:1][N:2]1[C:6]([C@H:7]2[CH2:12][C@@H:11]([C:13]3[O:17][NH:16][C:15](=[O:18])[CH:14]=3)[CH2:10][CH2:9][NH:8]2)=[N:5][N:4]=[N:3]1. Reported procedure: (2R,4S)-Benzyl 2-(1-methyl-1H-tetrazol-5-yl)-4-(3-oxo-2,3-dihydroisoxazol-5-yl)piperidine-1-carboxylate (0.231 g, 0.60 mmol) was dissolved in hydrogen bromide (33% in HOAc, 5.26 mL, 30.05 mmol) and allowed to react for 1 h. The mixture was evaporated and the residue was partitioned between water and EtOAc. The aqueous phase was purified by preparative HPLC on a Kromasil C8 column (10 μm 250×50 ID mm) using a gradient of 0-10% Acetonitrile in H2O/MeCN/NH3 95/5/0.2 buffer over 20 minutes with a fl... Reactants: [H-].[K+] (potassium hydride), C(C)(C)(C)OC(=O)N1CC(SC2=C1C=CC=C2)CO (4-tert-butoxycarbonyl-2(R,S)-hydroxymethyl-3,4-dihydro-2H1,4-benzothiazine), CI (methyl iodide). Solvent: O1CCCC1 (tetrahydrofuran). Product: C(C)(C)(C)OC(=O)N1CC(SC2=C1C=CC=C2)COC (4-Tert-butoxycarbonyl-2(R,S)-methoxymethyl-3,4-dihydro-2H1,4-benzothiazine). RXN SMILES: [C:1]([O:5][C:6]([N:8]1[C:13]2[CH:14]=[CH:15][CH:16]=[CH:17][C:12]=2[S:11][CH:10]([CH2:18][OH:19])[CH2:9]1)=[O:7])([CH3:4])([CH3:3])[CH3:2].[H-].[K+].[CH3:22]I>O1CCCC1>[C:1]([O:5][C:6]([N:8]1[C:13]2[CH:14]=[CH:15][CH:16]=[CH:17][C:12]=2[S:11][CH:10]([CH2:18][O:19][CH3:22])[CH2:9]1)=[O:7])([CH3:4])([CH3:3])[CH3:2] |f:1.2|. Procedure details: 1.9 g of 4-tert-butoxycarbonyl-2(R,S)-hydroxymethyl-3,4-dihydro-2H1,4-benzothiazine are dissolved in 20 ml of tetrahydrofuran, and 1.5 g of a 20% potassium hydride suspension in oil are added at 0° C. 1.3 ml of methyl iodide are then added dropwise. The mixture is allowed to warm to room temperature and, when the reaction has ended, the mixture is poured onto water. After customary working up, the crude product is purified over 250 g of silica gel by means of FC (methylene chloride as the mobile...